This data is from the Open Reaction Database (ORD), a public repository of structured organic reaction records. The task is: describe an organic reaction: reactants, conditions, products, and yield The product is C1C=CC2=CC(=CC=C12)OCC(=O)C1=CC=CC=C1 (α-(5-indenoxy)acetophenone). RXN SMILES: [OH:1][C:2]1[CH:3]=[C:4]2[C:8](=[CH:9][CH:10]=1)[CH2:7][CH2:6][CH2:5]2.Cl[CH2:12][C:13]([C:15]1[CH:20]=[CH:19][CH:18]=[CH:17][CH:16]=1)=[O:14].C(=O)([O-])[O-].[Na+].[Na+]>C1C=CC=CC=1>[CH2:7]1[C:8]2[C:4](=[CH:3][C:2]([O:1][CH2:12][C:13]([C:15]3[CH:20]=[CH:19][CH:18]=[CH:17][CH:16]=3)=[O:14])=[CH:10][CH:9]=2)[CH:5]=[CH:6]1 |f:2.3.4|. Run in C1=CC=CC=C1 (benzene). Procedure details: Using the method of Example 1, step A, 5-hydroxyindane is reacted with α-chloroacetophenone in benzene in the presence of sodium carbonate to provide α-(5-indenoxy)acetophenone as a yellow solid. Reactants: OC=1C=C2CCCC2=CC1 (5-hydroxyindane), ClCC(=O)C1=CC=CC=C1 (α-chloroacetophenone), C([O-])([O-])=O.[Na+].[Na+] (sodium carbonate).